Dataset: the Open Reaction Database (ORD), a public repository of structured organic reaction records. Task: describe an organic reaction: reactants, conditions, products, and yield Starting materials: C(C1=CC=CC=C1)(=O)Cl (benzoyl chloride), CN1CCN(CC1)C=1C=CC2=C(NC(=N2)C2=NNC3=C(C=CC=C23)N)C1 (3-[6-(4-methylpiperazin-1-yl)-1H-benzoimidazol-2-yl]-1H-indazol-7-ylamine), C(C)(C)N(CC)C(C)C (diisopropylethylamine). Solvent: C(Cl)Cl (CH2Cl2). Run at time 8 hour. The product is CN1CCN(CC1)C=1C=CC2=C(NC(=N2)C2=NNC3=C(C=CC=C23)NC(C2=CC=CC=C2)=O)C1 (N-{3-[6-(4-Methylpiperazin-1-yl)-1H-benzoimidazol-2-yl]-1H-indazol-7-yl}-benzamide). RXN SMILES: [CH3:1][N:2]1[CH2:7][CH2:6][N:5]([C:8]2[CH:9]=[CH:10][C:11]3[N:15]=[C:14]([C:16]4[C:24]5[C:19](=[C:20]([NH2:25])[CH:21]=[CH:22][CH:23]=5)[NH:18][N:17]=4)[NH:13][C:12]=3[CH:26]=2)[CH2:4][CH2:3]1.[C:27](Cl)(=[O:34])[C:28]1[CH:33]=[CH:32][CH:31]=[CH:30][CH:29]=1.C(N(C(C)C)CC)(C)C>C(Cl)Cl>[CH3:1][N:2]1[CH2:7][CH2:6][N:5]([C:8]2[CH:9]=[CH:10][C:11]3[N:15]=[C:14]([C:16]4[C:24]5[C:19](=[C:20]([NH:25][C:27](=[O:34])[C:28]6[CH:33]=[CH:32][CH:31]=[CH:30][CH:29]=6)[CH:21]=[CH:22][CH:23]=5)[NH:18][N:17]=4)[NH:13][C:12]=3[CH:26]=2)[CH2:4][CH2:3]1. Reported procedure: The 3-[6-(4-methylpiperazin-1-yl)-1H-benzoimidazol-2-yl]-1H-indazol-7-ylamine of Example 743 is dissolved in CH2Cl2 and benzoyl chloride (1.1 equivalent) is added followed by diisopropylethylamine (1.1 equivalent). The resulting mixture is stirred overnight. The solution is then concentrated and the resulting residue is purified by preparatory HPLC to provide the title compound. Product: C1(=CC(=CC2=CC(=CC=C12)S(=O)(=O)O)S(=O)(=O)O)S(=O)(=O)O (naphthalene-1,3,6-trisulphonic acid), C1(=CC(=CC2=CC=C(C=C12)S(=O)(=O)O)S(=O)(=O)O)S(=O)(=O)O (naphthalene-1,3,7-trisulphonic acid). Procedure details: Naphthalene is introduced at 30° to 35° C. into monohydrate (=100% strength H2SO4), 65% strength oleum being run in at the same time. The reaction mixture is kept at 50° C. for one hour, at 70° C. for one hour and at 90° C. for seven hours, until everything has dissolved. With this process the yield of naphthalene-1,3,5-trisulphonic acid is about 68%, based on the naphthalene employed. In addition, about 21% of naphthalene-1,3,6-trisulphonic acid and about 4 to 5% of naphthalene-1,3,7-trisulphon... Conditions: time 7 hour. The reactants are C1=CC=CC2=CC=CC=C12 (Naphthalene), monohydrate, OS(=O)(=O)O.O=S(=O)=O (oleum), C1(=CC(=CC=2C(=CC=CC12)S(=O)(=O)O)S(=O)(=O)O)S(=O)(=O)O (naphthalene-1,3,5-trisulphonic acid), C1=CC=CC2=CC=CC=C12 (naphthalene). Reaction SMILES: C1C2C(=CC=CC=2)C=CC=1.O[S:12]([OH:15])(=[O:14])=[O:13].[O:16]=[S:17](=[O:19])=[O:18].[C:20]1([S:38]([OH:41])(=[O:40])=[O:39])[C:29]2[CH:28]=[CH:27][CH:26]=[C:25]([S:30]([OH:33])(=[O:32])=[O:31])[C:24]=2[CH:23]=[C:22]([S:34]([OH:37])(=[O:36])=[O:35])[CH:21]=1>>[C:20]1([S:38]([OH:41])(=[O:40])=[O:39])[C:29]2[C:24](=[CH:25][C:26]([S:17]([OH:19])(=[O:18])=[O:16])=[CH:27][CH:28]=2)[CH:23]=[C:22]([S:34]([OH:37])(=[O:36])=[O:35])[CH:21]=1.[C:25]1([S:30]([OH:33])(=[O:32])=[O:31])[C:24]2[C:29](=[CH:20][CH:21]=[C:22]([S:34]([OH:37])(=[O:36])=[O:35])[CH:23]=2)[CH:28]=[C:27]([S:12]([OH:15])(=[O:14])=[O:13])[CH:26]=1 |f:1.2|. Isolated yield 4.0%. Procedure: To a solution of 1.52 g (4.9 mM) of diphenyl diselenide in 25 ml of dry ethanol is added 370 mg (9.78 mM) of sodium borohydride with ice-cooling and the mixture is stirred for 30 minutes. To the above mixture are added 0.56 ml (9.78 mM) of acetic acid and a solution of 1.03 g (1.63 mM) of 3-(3-iodopropylsulfonylamino)-2-methoxy-1-octadecylcarbamoyloxypropane in 10 ml of tetrahydrofuran and the mixture is stirred at room temperature for 1.5 hours. The product is extracted with ethyl acetate, and ... Yields the product COC(COC(NCCCCCCCCCCCCCCCCCC)=O)CNS(=O)(=O)CCC(C1=CC=CC=C1)[SeH] (2-methoxy-1-octadecylcarbamoyloxy-3-(3-phenylselenylpropylsulfonylamino)propane). Reactants: ICCCS(=O)(=O)NCC(COC(NCCCCCCCCCCCCCCCCCC)=O)OC (3-(3-iodopropylsulfonylamino)-2-methoxy-1-octadecylcarbamoyloxypropane), O1CCCC1 (tetrahydrofuran), C1(=CC=CC=C1)[Se][Se]C1=CC=CC=C1 (diphenyl diselenide), [BH4-].[Na+] (sodium borohydride), C(C)(=O)O (acetic acid). Solvent: C(C)O (ethanol). Isolated yield 98.0%. RXN SMILES: C1([Se:7][Se]C2C=CC=CC=2)C=CC=CC=1.[BH4-].[Na+].[C:17](O)(=O)[CH3:18].I[CH2:22][CH2:23][CH2:24][S:25]([NH:28][CH2:29][CH:30]([O:54][CH3:55])[CH2:31][O:32][C:33](=[O:53])[NH:34][CH2:35][CH2:36][CH2:37][CH2:38][CH2:39][CH2:40][CH2:41][CH2:42][CH2:43][CH2:44][CH2:45][CH2:46][CH2:47][CH2:48][CH2:49][CH2:50][CH2:51][CH3:52])(=[O:27])=[O:26].O1[CH2:60][CH2:59][CH2:58][CH2:57]1>C(O)C>[CH3:55][O:54][CH:30]([CH2:29][NH:28][S:25]([CH2:24][CH2:23][CH:22]([SeH:7])[C:18]1[CH:17]=[CH:60][CH:59]=[CH:58][CH:57]=1)(=[O:27])=[O:26])[CH2:31][O:32][C:33](=[O:53])[NH:34][CH2:35][CH2:36][CH2:37][CH2:38][CH2:39][CH2:40][CH2:41][CH2:42][CH2:43][CH2:44][CH2:45][CH2:46][CH2:47][CH2:48][CH2:49][CH2:50][CH2:51][CH3:52] |f:1.2|. Conditions: time 30 minute.